This data is from the Open Reaction Database (ORD), a public repository of structured organic reaction records. The task is: describe an organic reaction: reactants, conditions, products, and yield Starting materials: O=[N+]([O-])c1ccc2c(c1)C(O)CC(NCc1ccccc1)CC2, ClCCl, [K+], N, O, O=S(=O)([O-])O. Yields the product O=[N+]([O-])c1ccc2c(c1)C=CC(NCc1ccccc1)CC2. As a reaction SMILES: [CH2:1]([c:2]1[cH:3][cH:4][cH:5][cH:6][cH:7]1)[NH:8][CH:9]1[CH2:10][CH:11]([OH:23])[c:12]2[c:13]([cH:16][cH:17][c:18]([N+:20](=[O:21])[O-:22])[cH:19]2)[CH2:14][CH2:15]1.[Cl:32][CH2:33][Cl:34].[K+:29].[NH3:31].[OH2:30].[S:24](=[O:25])(=[O:26])([OH:27])[O-:28]>>[CH2:1]([c:2]1[cH:3][cH:4][cH:5][cH:6][cH:7]1)[NH:8][CH:9]1[CH:10]=[CH:11][c:12]2[c:13]([cH:16][cH:17][c:18]([N+:20](=[O:21])[O-:22])[cH:19]2)[CH2:14][CH2:15]1. Starting materials: NH4HCO3 Water, ClC1=NC(=NC=C1C1=CC(=NC=C1)C)N1C[C@H](O[C@H](C1)C)C (cis-4-(4-chloro-5-(2-methylpyridin-4-yl)pyrimidin-2-yl)-2,6-dimethylmorpholine), C1(=C(C=CC=C1)B(O)O)C (o-tolylboronic acid), C([O-])([O-])=O.[K+].[K+] (potassium carbonate), CC#N (CH3CN). Reagents/catalysts: C=1C=CC(=CC1)[P](C=2C=CC=CC2)(C=3C=CC=CC3)[Pd]([P](C=4C=CC=CC4)(C=5C=CC=CC5)C=6C=CC=CC6)([P](C=7C=CC=CC7)(C=8C=CC=CC8)C=9C=CC=CC9)[P](C=1C=CC=CC1)(C=1C=CC=CC1)C=1C=CC=CC1 (tetrakis(triphenylphosphine)palladium(0)). Solvent: O (water), O1CCOCC1 (1,4-dioxane), O (water). Reaction conditions: temperature 20 celsius. The product is C[C@@H]1CN(C[C@@H](O1)C)C1=NC=C(C(=N1)C1=C(C=CC=C1)C)C1=CC(=NC=C1)C (cis-2,6-Dimethyl-4-[4-(2-methylphenyl)-5-(2-methyl-4-pyridinyl)-2-pyrimidinyl]morpholine). The yield is 30.3%. As a reaction SMILES: Cl[C:2]1[C:7]([C:8]2[CH:13]=[CH:12][N:11]=[C:10]([CH3:14])[CH:9]=2)=[CH:6][N:5]=[C:4]([N:15]2[CH2:20][C@H:19]([CH3:21])[O:18][C@H:17]([CH3:22])[CH2:16]2)[N:3]=1.[C:23]1([CH3:32])[CH:28]=[CH:27][CH:26]=[CH:25][C:24]=1B(O)O.C(=O)([O-])[O-].[K+].[K+].CC#N>O1CCOCC1.O.C1C=CC([P]([Pd]([P](C2C=CC=CC=2)(C2C=CC=CC=2)C2C=CC=CC=2)([P](C2C=CC=CC=2)(C2C=CC=CC=2)C2C=CC=CC=2)[P](C2C=CC=CC=2)(C2C=CC=CC=2)C2C=CC=CC=2)(C2C=CC=CC=2)C2C=CC=CC=2)=CC=1>[CH3:22][C@H:17]1[O:18][C@@H:19]([CH3:21])[CH2:20][N:15]([C:4]2[N:3]=[C:2]([C:24]3[CH:25]=[CH:26][CH:27]=[CH:28][C:23]=3[CH3:32])[C:7]([C:8]3[CH:13]=[CH:12][N:11]=[C:10]([CH3:14])[CH:9]=3)=[CH:6][N:5]=2)[CH2:16]1 |f:2.3.4,^1:52,54,73,92|. Procedure: To a suspension of cis-4-(4-chloro-5-(2-methylpyridin-4-yl)pyrimidin-2-yl)-2,6-dimethylmorpholine (0.100 g, 0.314 mmol), o-tolylboronic acid (0.064 g, 0.471 mmol) and potassium carbonate (0.138 g, 1 mmol) in 1,4-dioxane (3 mL) and water (0.5 mL) stirred in air at 20° C. was added solid tetrakis(triphenylphosphine)palladium(0) (0.058 g, 0.0500 mmol). The reaction mixture was stirred under nitrogen at 100° C. overnight. The reaction mixture was allowed to cool to room temperature, diluted with wat... The reactants are BrC1=CC(=C(C=C1)NC(=O)C=1NC=C(N1)C#N)C1=CCC(CC1)(C)C (4-Cyano-1H-imidazole-2-carboxylic acid [4-bromo-2-(4,4-dimethyl-cyclohex-1-enyl)-phenyl]-amide), C1(CCCC1)=O (cyclopentanone). Yields the product CC1(CC=C(CC1)C1=C(C=CC(=C1)C1(CCCC1)O)NC(=O)C=1NC=C(N1)C#N)C (4-Cyano-1H-imidazole-2-carboxylic acid [2-(4,4-dimethyl-cyclohex-1-enyl)-4-(1-hydroxy-cyclopentyl)-phenyl]-amide). Reaction SMILES: Br[C:2]1[CH:7]=[CH:6][C:5]([NH:8][C:9]([C:11]2[NH:12][CH:13]=[C:14]([C:16]#[N:17])[N:15]=2)=[O:10])=[C:4]([C:18]2[CH2:23][CH2:22][C:21]([CH3:25])([CH3:24])[CH2:20][CH:19]=2)[CH:3]=1.[C:26]1(=[O:31])[CH2:30][CH2:29][CH2:28][CH2:27]1>>[CH3:24][C:21]1([CH3:25])[CH2:22][CH2:23][C:18]([C:4]2[CH:3]=[C:2]([C:26]3([OH:31])[CH2:30][CH2:29][CH2:28][CH2:27]3)[CH:7]=[CH:6][C:5]=2[NH:8][C:9]([C:11]2[NH:12][CH:13]=[C:14]([C:16]#[N:17])[N:15]=2)=[O:10])=[CH:19][CH2:20]1. Reported procedure: The title compound was prepared as described in Example 1, step (h) using 4-cyano-1H-imidazole-2-carboxylic acid [4-bromo-2-(4,4-dimethyl-cyclohex-1-enyl)-phenyl]-amide (as prepared in Example 1 step (g)) and cyclopentanone. Mass spectrum (ESI, m/z): Calcd. for C24H28N4O2, 405.2 (M+H). found 405.1. Reactants: BrC1=CC=2C3=C(C=NC2C=C1)N(C(N3C=3C(=NN(C3)C)C)=O)C (8-bromo-1-(1,3-dimethyl-1H-pyrazol-4-yl)-3-methyl-1,3-dihydro-imidazo[4,5-c]quinolin-2-one), BrC1=CC=2C3=C(C=NC2C=C1)N(C(N3C=3C(=NN(C3)C)C)=O)C (8-bromo-1-(1,3-dimethyl-1H-pyrazol-4-yl)-3-methyl-1,3-dihydro-imidazo[4,5-c]quinolin-2-one), CC1(OB(OC1(C)C)C=1C=C2CC(NC2=CC1)=O)C (5-(4,4,5,5-tetramethyl-[1,3,2]dioxaborolan-2-yl)-1,3-dihydro-indol-2-one). Yields the product CN1N=C(C(=C1)N1C(N(C=2C=NC=3C=CC(=CC3C21)C=2C=C1CC(NC1=CC2)=O)C)=O)C (1-(1,3-Dimethyl-1H-pyrazol-4-yl)-3-methyl-8-(2-oxo-2,3-dihydro-1H-indol-5-yl)-1,3-dihydro-imidazo[4,5-c]quinolin-2-one). Reaction SMILES: Br[C:2]1[CH:11]=[CH:10][C:9]2[N:8]=[CH:7][C:6]3[N:12]([CH3:23])[C:13](=[O:22])[N:14]([C:15]4[C:16]([CH3:21])=[N:17][N:18]([CH3:20])[CH:19]=4)[C:5]=3[C:4]=2[CH:3]=1.CC1(C)C(C)(C)OB([C:32]2[CH:33]=[C:34]3[C:38](=[CH:39][CH:40]=2)[NH:37][C:36](=[O:41])[CH2:35]3)O1>>[CH3:20][N:18]1[CH:19]=[C:15]([N:14]2[C:5]3[C:4]4[CH:3]=[C:2]([C:32]5[CH:33]=[C:34]6[C:38](=[CH:39][CH:40]=5)[NH:37][C:36](=[O:41])[CH2:35]6)[CH:11]=[CH:10][C:9]=4[N:8]=[CH:7][C:6]=3[N:12]([CH3:23])[C:13]2=[O:22])[C:16]([CH3:21])=[N:17]1. Procedure details: The title compound was synthesized in a similar manner as described for Example 1.1 using 8-bromo-1-(1,3-dimethyl-1H-pyrazol-4-yl)-3-methyl-1,3-dihydro-imidazo[4,5-c]quinolin-2-one (Intermediate A, 40 mg, 0.106 mmol) and 5-(4,4,5,5-tetramethyl-[1,3,2]dioxaborolan-2-yl)-1,3-dihydro-indol-2-one (Combi-Blocks, San Diego, USA, 35 mg, 0.128 mmol) to give the title compound as an off-white solid. (HPLC: tR 2.40 min (Method A); M+H=425 MS-ES; 1H-NMR (d6-DMSO, 400 MHz) 10.52 (s, 1H), 8.92 (s, 1H), 8.17 ... Starting materials: CCOC(=O)CC(Nc1nc(N(C)C2CCCCC2)ncc1-c1ccccc1F)c1ccc(OC(=O)N(C)C)cc1, CO, [Na+], [OH-], O. The product is CN(C)C(=O)Oc1ccc(C(CC(=O)O)Nc2nc(N(C)C3CCCCC3)ncc2-c2ccccc2F)cc1. Reaction SMILES: [CH2:1]([CH3:2])[O:3][C:4]([CH2:5][CH:6]([c:7]1[cH:8][cH:9][c:10]([O:13][C:14](=[O:15])[N:16]([CH3:17])[CH3:18])[cH:11][cH:12]1)[NH:19][c:20]1[n:21][c:22]([N:33]([CH3:34])[CH:35]2[CH2:36][CH2:37][CH2:38][CH2:39][CH2:40]2)[n:23][cH:24][c:25]1-[c:26]1[c:27]([F:32])[cH:28][cH:29][cH:30][cH:31]1)=[O:41].[CH3:44][OH:45].[Na+:43].[OH-:42].[OH2:46]>>[O:3]=[C:4]([CH2:5][CH:6]([c:7]1[cH:8][cH:9][c:10]([O:13][C:14](=[O:15])[N:16]([CH3:17])[CH3:18])[cH:11][cH:12]1)[NH:19][c:20]1[n:21][c:22]([N:33]([CH3:34])[CH:35]2[CH2:36][CH2:37][CH2:38][CH2:39][CH2:40]2)[n:23][cH:24][c:25]1-[c:26]1[c:27]([F:32])[cH:28][cH:29][cH:30][cH:31]1)[OH:41]. Reactants: CC(C)OC(N[C@@H]1C[C@@H](N(C2=CC=C(C=C12)C1=CC=C(C=C1)C=O)C(C)=O)C)=O (1-Methylethyl[(2S,4R)-1-acetyl-6-(4-formylphenyl)-2-methyl-1,2,3,4-tetrahydro-4-quinolinyl]carbamate), [BH4-].[Na+] (sodium borohydride), Intermediate 36, CN (methylamine), C1CCOC1 (THF). Solvent: CO (methanol). Reaction conditions: time 1 hour. Yields the product CC(C)OC(N[C@@H]1C[C@@H](N(C2=CC=C(C=C12)C1=CC=C(C=C1)CNC)C(C)=O)C)=O (1-methylethyl((2S,4R)-1-acetyl-2-methyl-6-{4-[(methylamino)methyl]phenyl}-1,2,3,4-tetrahydro-4-quinolinyl)carbamate). Reaction SMILES: [CH3:1][CH:2]([O:4][C:5](=[O:29])[NH:6][C@H:7]1[C:16]2[C:11](=[CH:12][CH:13]=[C:14]([C:17]3[CH:22]=[CH:21][C:20]([CH:23]=O)=[CH:19][CH:18]=3)[CH:15]=2)[N:10]([C:25](=[O:27])[CH3:26])[C@@H:9]([CH3:28])[CH2:8]1)[CH3:3].[CH3:30][NH2:31].C1COCC1.[BH4-].[Na+]>CO>[CH3:3][CH:2]([O:4][C:5](=[O:29])[NH:6][C@H:7]1[C:16]2[C:11](=[CH:12][CH:13]=[C:14]([C:17]3[CH:18]=[CH:19][C:20]([CH2:23][NH:31][CH3:30])=[CH:21][CH:22]=3)[CH:15]=2)[N:10]([C:25](=[O:27])[CH3:26])[C@@H:9]([CH3:28])[CH2:8]1)[CH3:1] |f:3.4|. Procedure details: 1-Methylethyl[(2S,4R)-1-acetyl-6-(4-formylphenyl)-2-methyl-1,2,3,4-tetrahydro-4-quinolinyl]carbamate (for a preparation see Intermediate 36) (100 mg, 0.254 mmol) was dissolved in methanol (3 mL) and 2M methylamine in THF (0.254 mL, 0.507 mmol) was added. The yellow solution was stirred under nitrogen at room temperature for 135 minutes at which point sodium borohydride (15.35 mg, 0.406 mmol) was added. The reaction was stirred for 1 h then left sitting overnight. The reaction was quenched with s... Starting materials: CCO, COc1c(C)cnc(CCl)c1C, Cl, [Na+], [OH-], O, CC1(C)C(=O)C(C)(C)c2cc3[nH]c(S)nc3cc21. Product: COc1c(C)cnc(CSc2nc3cc4c(cc3[nH]2)C(C)(C)C(=O)C4(C)C)c1C. As a reaction SMILES: [CH3:34][CH2:35][OH:36].[Cl:20][CH2:21][c:22]1[n:23][cH:24][c:25]([CH3:31])[c:26]([O:29][CH3:30])[c:27]1[CH3:28].[ClH:19].[Na+:33].[OH-:32].[OH2:37].[SH:1][c:2]1[n:3][c:4]2[c:5]([nH:6]1)[cH:7][c:8]1[c:12]([cH:13]2)[C:11]([CH3:14])([CH3:15])[C:10](=[O:16])[C:9]1([CH3:17])[CH3:18]>>[S:1]([c:2]1[nH:3][c:4]2[c:5]([n:6]1)[cH:7][c:8]1[c:12]([cH:13]2)[C:11]([CH3:14])([CH3:15])[C:10](=[O:16])[C:9]1([CH3:17])[CH3:18])[CH2:21][c:22]1[n:23][cH:24][c:25]([CH3:31])[c:26]([O:29][CH3:30])[c:27]1[CH3:28]. The reactants are CS(=O)(=O)Cl (Methanesulphonyl chloride), FC1=CC=CC=2C3=C(NC12)CCN(C3=O)CC=3N=CN(C3C)C(C3=CC=CC=C3)(C3=CC=CC=C3)C3=CC=CC=C3 (6-fluoro-2,3,4,5-tetrahydro-2-[[5-methyl-1-(triphenylmethyl) -1H-imidazol-4-yl]methyl]-1H-pyrido[4,3-b]indol-1-one), [H-].[Na+] (sodium hydride), CN(C)C=O (DMF), [H-].[Na+] (sodium hydride), CS(=O)(=O)Cl (methanesulphonyl chloride), [OH-].[Na+] (sodium hydroxide). Solvent: O (water), O (water), C1CCOC1 (THF), C(C)(=O)O (acetic acid). Reaction conditions: time 30 minute. The product is C(\C=C/C(=O)O)(=O)O.FC1=CC=CC=2C3=C(N(C12)S(=O)(=O)C)CCN(C3=O)CC=3N=CNC3C (6-Fluoro-2,3,4,5-tetrahydro-2-[(5-methyl-1H-imidazol-4-yl)methyl]-5-(methylsulphonyl)-1H-pyrido[4,3-b]indol-1-one maleate). As a reaction SMILES: [F:1][C:2]1[C:10]2[NH:9][C:8]3[CH2:11][CH2:12][N:13]([CH2:16][C:17]4[N:18]=[CH:19][N:20](C(C5C=CC=CC=5)(C5C=CC=CC=5)C5C=CC=CC=5)[C:21]=4[CH3:22])[C:14](=[O:15])[C:7]=3[C:6]=2[CH:5]=[CH:4][CH:3]=1.[H-].[Na+].[CH3:44][S:45](Cl)(=[O:47])=[O:46].[OH-:49].[Na+].CN([CH:54]=[O:55])C>O.C1COCC1.C(O)(=O)C>[C:54]([OH:55])(=[O:46])/[CH:6]=[CH:7]\[C:14]([OH:15])=[O:49].[F:1][C:2]1[C:10]2[N:9]([S:45]([CH3:44])(=[O:47])=[O:46])[C:8]3[CH2:11][CH2:12][N:13]([CH2:16][C:17]4[N:18]=[CH:19][NH:20][C:21]=4[CH3:22])[C:14](=[O:15])[C:7]=3[C:6]=2[CH:5]=[CH:4][CH:3]=1 |f:1.2,4.5,10.11|. Reported procedure: A stirred solution of 6-fluoro-2,3,4,5-tetrahydro-2-[[5-methyl-1-(triphenylmethyl) -1H-imidazol-4-yl]methyl]-1H-pyrido[4,3-b]indol-1-one (64 mg) in dry DMF (10 ml) was treated with sodium hydride (73% dispersion in oil; 6 mg), and stirred under nitrogen for 30 min. Methanesulphonyl chloride (10% v/v solution in DMF; 1 ml) was added dropwise and the mixture was stirred for a further 45 min at room temperature. Additional sodium hydride (6 mg) and methanesulphonyl chloride solution (2 ml) were the... The reactants are C(C)OC(=O)N1CC(C(CC1)C1=CC2=C(S1)C=CC=C2)C (3-methyl-4(benzo[b]thien-2-yl)-1-piperidinecarboxylic acid ethyl ester), ( a ), solid, [OH-].[K+] (potassium hydroxide). The solvent is C(CO)O (ethylene glycol). Yields the product CC1CNCCC1C1=CC2=C(S1)C=CC=C2 (3-methyl-4-(benzo[b]thien-2-yl)-piperidine). RXN SMILES: C(OC([N:6]1[CH2:11][CH2:10][CH:9]([C:12]2[S:16][C:15]3[CH:17]=[CH:18][CH:19]=[CH:20][C:14]=3[CH:13]=2)[CH:8]([CH3:21])[CH2:7]1)=O)C.[OH-].[K+]>C(O)CO>[CH3:21][CH:8]1[CH:9]([C:12]2[S:16][C:15]3[CH:17]=[CH:18][CH:19]=[CH:20][C:14]=3[CH:13]=2)[CH2:10][CH2:11][NH:6][CH2:7]1 |f:1.2|. Reported procedure: The whole amount of the 3-methyl-4(benzo[b]thien-2-yl)-1-piperidinecarboxylic acid ethyl ester obtained as crude product according to the following section (a) is dissolved in 100 ml of ethylene glycol. There is then added 30 g of solid potassium hydroxide, and the resulting cloudy solution is heated, with vigorous stirring, for 15 hours at 160°. The reaction solution is subsequently cooled to 20°, and extracted 3 times with 150 ml of toluene each time. The combined toluene solutions are washed ...